Dataset: the Open Reaction Database (ORD), a public repository of structured organic reaction records. Task: describe an organic reaction: reactants, conditions, products, and yield Starting materials: C(C(=O)O)(=O)O.C(C1=CC=CC=C1)ONC1CC[C@H](NC1)C#N ((2S)-5-[(benzyloxy)amino]-2-cyanopiperidine ethanedioate). Solvent: CO (methanol). Conditions: temperature 35 celsius, time 3 hour. Product: C(C(=O)O)(=O)O.C(C1=CC=CC=C1)ON[C@@H]1CC[C@H](NC1)C#N ((2S,5R)-5-[(benzyloxy)amino]-2-cyanopiperidine ethanedioate). The yield is 56.0%. Reaction SMILES: [C:1]([OH:6])(=[O:5])[C:2]([OH:4])=[O:3].[CH2:7]([O:14][NH:15][CH:16]1[CH2:21][NH:20][C@H:19]([C:22]#[N:23])[CH2:18][CH2:17]1)[C:8]1[CH:13]=[CH:12][CH:11]=[CH:10][CH:9]=1>CO>[C:1]([OH:6])(=[O:5])[C:2]([OH:4])=[O:3].[CH2:7]([O:14][NH:15][C@H:16]1[CH2:21][NH:20][C@H:19]([C:22]#[N:23])[CH2:18][CH2:17]1)[C:8]1[CH:13]=[CH:12][CH:11]=[CH:10][CH:9]=1 |f:0.1,3.4|. Reported procedure: A suspension of (2S)-5-[(benzyloxy)amino]-2-cyanopiperidine ethanedioate (1:1) (XI) (13 gm, 0.0404 moles) in methanol (260 ml) was heated under reflux, with stirring, for 3 hour. The resulted suspension was allowed to cool to 35° C. and the resulting suspension filtered under suction. The solid was washed with additional methanol (2×13 ml). The solid was dried under reduced pressure (4 mm Hg), to obtain (2S,5R)-5-[(benzyloxy)amino]-2-cyanopiperidine ethanedioate (XIA) as a white solid, 7.3 gm, y... Starting materials: C1CCOC1, Cc1cc(-c2ccc(C(F)(F)F)cc2)cc(-c2cccc(-c3cccc(S(=O)(=O)Cl)c3)n2)n1, COCCOCCN, CCOC(C)=O. Product: COCCOCCNS(=O)(=O)c1cccc(-c2cccc(-c3cc(-c4ccc(C(F)(F)F)cc4)cc(C)n3)n2)c1. RXN SMILES: [CH2:42]1[O:43][CH2:44][CH2:45][CH2:46]1.[CH3:1][c:2]1[cH:3][c:4](-[c:24]2[cH:25][cH:26][c:27]([C:30]([F:31])([F:32])[F:33])[cH:28][cH:29]2)[cH:5][c:6](-[c:8]2[n:9][c:10](-[c:14]3[cH:15][c:16]([S:20](=[O:21])(=[O:22])[Cl:23])[cH:17][cH:18][cH:19]3)[cH:11][cH:12][cH:13]2)[n:7]1.[CH3:34][O:35][CH2:36][CH2:37][O:38][CH2:39][CH2:40][NH2:41].[CH3:47][CH2:48][O:49][C:50]([CH3:51])=[O:52]>>[CH3:1][c:2]1[cH:3][c:4](-[c:24]2[cH:25][cH:26][c:27]([C:30]([F:31])([F:32])[F:33])[cH:28][cH:29]2)[cH:5][c:6](-[c:8]2[n:9][c:10](-[c:14]3[cH:15][c:16]([S:20](=[O:21])(=[O:22])[NH:41][CH2:40][CH2:39][O:38][CH2:37][CH2:36][O:35][CH3:34])[cH:17][cH:18][cH:19]3)[cH:11][cH:12][cH:13]2)[n:7]1. Reaction SMILES: [C:35](=[O:36])([O-:37])[O-:38].[CH3:41][c:42]1[cH:43][cH:44][cH:45][cH:46][cH:47]1.[Cl:15][c:16]1[cH:17][c:18]([N:22]2[CH2:23][CH2:24][c:25]3[cH:26][c:27]([S:31](=[O:32])(=[O:33])[CH3:34])[cH:28][cH:29][c:30]32)[n:19][cH:20][n:21]1.[Cs+:39].[Cs+:40].[NH2:1][CH:2]1[CH2:3][CH2:4][N:5]([C:8](=[O:9])[O:10][C:11]([CH3:12])([CH3:13])[CH3:14])[CH2:6][CH2:7]1.[OH2:48]>>[NH:1]([CH:2]1[CH2:3][CH2:4][N:5]([C:8](=[O:9])[O:10][C:11]([CH3:12])([CH3:13])[CH3:14])[CH2:6][CH2:7]1)[c:16]1[cH:17][c:18]([N:22]2[CH2:23][CH2:24][c:25]3[cH:26][c:27]([S:31](=[O:32])(=[O:33])[CH3:34])[cH:28][cH:29][c:30]32)[n:19][cH:20][n:21]1. Yields the product CC(C)(C)OC(=O)N1CCC(Nc2cc(N3CCc4cc(S(C)(=O)=O)ccc43)ncn2)CC1. The reactants are O=C([O-])[O-], Cc1ccccc1, CS(=O)(=O)c1ccc2c(c1)CCN2c1cc(Cl)ncn1, [Cs+], [Cs+], CC(C)(C)OC(=O)N1CCC(N)CC1, O. As a reaction SMILES: [C:13](=[O:14])([O-:15])[O-:16].[CH3:11][I:12].[CH3:19][C:20](=[O:21])[CH3:22].[Cl:1][c:2]1[cH:3][cH:4][c:5]([OH:10])[c:6]([CH:7]=[O:8])[cH:9]1.[K+:17].[K+:18]>>[Cl:1][c:2]1[cH:3][cH:4][c:5]([O:10][CH3:13])[c:6]([CH:7]=[O:8])[cH:9]1. Reactants: O=C([O-])[O-], CI, CC(C)=O, O=Cc1cc(Cl)ccc1O, [K+], [K+]. Product: COc1ccc(Cl)cc1C=O.